Dataset: the Open Reaction Database (ORD), a public repository of structured organic reaction records. Task: describe an organic reaction: reactants, conditions, products, and yield RXN SMILES: [CH:1]1C=CC(P(C2C=CC=CC=2)C2C=CC=CC=2)=CC=1.CBr.C([Li])CCC.[Si:27]([O:44][CH2:45][C@H:46]([CH3:49])[CH:47]=O)([C:40]([CH3:43])([CH3:42])[CH3:41])([C:34]1[CH:39]=[CH:38][CH:37]=[CH:36][CH:35]=1)[C:28]1[CH:33]=[CH:32][CH:31]=[CH:30][CH:29]=1>C1COCC1>[Si:27]([O:44][CH2:45][C@@H:46]([CH3:49])[CH:47]=[CH2:1])([C:40]([CH3:42])([CH3:43])[CH3:41])([C:34]1[CH:35]=[CH:36][CH:37]=[CH:38][CH:39]=1)[C:28]1[CH:33]=[CH:32][CH:31]=[CH:30][CH:29]=1 |f:0.1|. The solvent is C1CCOC1 (THF), C1CCOC1 (THF). Reactants: [Si](C1=CC=CC=C1)(C1=CC=CC=C1)(C(C)(C)C)OC[C@@H](C=O)C ((S)-3-(t-butyldiphenylsilyloxy)-2-methylpropanal), C1=CC=C(C=C1)P(C2=CC=CC=C2)C3=CC=CC=C3.CBr (Ph3P CH3Br), resultant mixture, C(CCC)[Li] (butyllithium), resultant solution. Product: [Si](C1=CC=CC=C1)(C1=CC=CC=C1)(C(C)(C)C)OC[C@H](C=C)C ((S)-4-(t-butyldiphenylsilyloxy)-3-methyl-1-butene). Reported procedure: Under argon atmosphere, Ph3P+CH3Br (2.2 g, 7.4 mmol) was suspended in 15 ml of THF, butyllithium (5.2 ml, 9.3 mmol) was added to the resultant solution at 0° C., and the mixture was stirred for 20 min. The treated mixture was added to a 15-ml THF solution of (S)-3-(t-butyldiphenylsilyloxy)-2-methylpropanal (49) (1.2 g, 3.7 mmol) at 0° C. The resultant mixture was stirred for 15 min and further for 45 min after the temperature was returned to room temperature. Then, the reaction mixture was extra... Yield: 91.6%. Conditions: time 20 minute.